Dataset: the Open Reaction Database (ORD), a public repository of structured organic reaction records. Task: describe an organic reaction: reactants, conditions, products, and yield The reactants are COC=1C=C(CC2NCCC3=CC(=CC=C23)OC)C=CC1OC (1-(3,4-dimethoxy-benzyl)-6-methoxy-1,2,3,4-tetrahydroisoquinoline), BrCC(=O)Br (2-bromoacetyl bromide), NC1CCC2=CC=CC=C12 (1-amino-indane). Yields the product COC=1C=C(CC2N(CCC3=CC(=CC=C23)OC)CC(=O)NC2CCC3=CC=CC=C23)C=CC1OC (2-[1-(3,4-Dimethoxy-benzyl)-6-methoxy-3,4-dihydro-1H-isoquinolin-2-yl]-N-(indan-1-yl)-acetamide). As a reaction SMILES: [CH3:1][O:2][C:3]1[CH:4]=[C:5]([CH:19]=[CH:20][C:21]=1[O:22][CH3:23])[CH2:6][CH:7]1[C:16]2[C:11](=[CH:12][C:13]([O:17][CH3:18])=[CH:14][CH:15]=2)[CH2:10][CH2:9][NH:8]1.Br[CH2:25][C:26](Br)=[O:27].[NH2:29][CH:30]1[C:38]2[C:33](=[CH:34][CH:35]=[CH:36][CH:37]=2)[CH2:32][CH2:31]1>>[CH3:1][O:2][C:3]1[CH:4]=[C:5]([CH:19]=[CH:20][C:21]=1[O:22][CH3:23])[CH2:6][CH:7]1[C:16]2[C:11](=[CH:12][C:13]([O:17][CH3:18])=[CH:14][CH:15]=2)[CH2:10][CH2:9][N:8]1[CH2:25][C:26]([NH:29][CH:30]1[C:38]2[C:33](=[CH:34][CH:35]=[CH:36][CH:37]=2)[CH2:32][CH2:31]1)=[O:27]. Procedure details: prepared by reaction of 1-(3,4-dimethoxy-benzyl)-6-methoxy-1,2,3,4-tetrahydroisoquinoline and 2-bromoacetyl bromide with 1-amino-indane Reaction SMILES: [CH2:1]([CH3:2])[O:3][C:4](=[O:5])[c:6]1[cH:7][n:8][c:9]2[c:14]([c:15]1[OH:16])[CH:13]([NH:17][C:18]([CH3:19])=[O:20])[CH2:12][CH2:11][CH2:10]2.[Na+:22].[OH-:21]>>[O:3]=[C:4]([OH:5])[c:6]1[cH:7][n:8][c:9]2[c:14]([c:15]1[OH:16])[CH:13]([NH:17][C:18]([CH3:19])=[O:20])[CH2:12][CH2:11][CH2:10]2. The product is CC(=O)NC1CCCc2ncc(C(=O)O)c(O)c21. The reactants are CCOC(=O)c1cnc2c(c1O)C(NC(C)=O)CCC2, [Na+], [OH-].